Dataset: the Open Reaction Database (ORD), a public repository of structured organic reaction records. Task: describe an organic reaction: reactants, conditions, products, and yield Product: O=C(CCC#C)N1C2=C(NC(C3=C1C=CC=C3)=O)C=CC=N2 (5,11-Dihydro-11-[1-oxo-4-pentynyl]-6H-pyrido[2,3-b][1,4]-benzodiazepin-6-on). Reaction conditions: temperature 30 celsius, time 30 minute. Run in C(C)(=O)OCC (ethyl acetate), O1CCCC1 (tetrahydrofuran), O1CCCC1 (tetrahydrofuran), CCCCCC (n-hexane). The reactants are N1=CC=CC2=C1NC1=C(C(N2)=O)C=CC=C1 (5,11-dihydro-6H-pyrido[2,3-b][1,4]benzodiazepin-6-one), C(CCC#C)(=O)Cl (4-pentynoic acid chloride), solution, C(CCC)[Li] (n-butyl-lithium). Procedure: 22.4 ml of a 1.6 molar solution of n-butyl-lithium in n-hexane are added dropwise with stirring, at 0° C., to a suspension of 3.7 g (0.017 mol) of 5,11-dihydro-6H-pyrido[2,3-b][1,4]benzodiazepin-6-one in 150 ml of absolute tetrahydrofuran. After it has all been added, the mixture is stirred for a further 30 minutes and then mixed with a solution of 2.04 g (0.0175 mol) of 4-pentynoic acid chloride in 20 ml of tetrahydrofuran. The mixture is heated to 30° C. and stirred for a further hour. The rea... As a reaction SMILES: C([Li])CCC.[N:6]1[C:11]2[NH:12][C:13]3[CH:21]=[CH:20][CH:19]=[CH:18][C:14]=3[C:15](=[O:17])[NH:16][C:10]=2[CH:9]=[CH:8][CH:7]=1.[C:22](Cl)(=[O:27])[CH2:23][CH2:24][C:25]#[CH:26]>CCCCCC.O1CCCC1.C(OCC)(=O)C>[O:27]=[C:22]([N:12]1[C:13]2[CH:21]=[CH:20][CH:19]=[CH:18][C:14]=2[C:15](=[O:17])[NH:16][C:10]2[CH:9]=[CH:8][CH:7]=[N:6][C:11]1=2)[CH2:23][CH2:24][C:25]#[CH:26]. The reactants are CN1CCN(CC1)CC(=O)O (2-(4-methyl-1-piperazinyl)acetic acid), C([O-])([O-])=O.[Cs+].[Cs+] (cesium carbonate). The solvent is O (water). Yields the product CN1CCN(CC1)CC(=O)[O-].[Cs+] (Cesium 2-(4-methyl-1-piperazinyl)acetate). Isolated yield 195.9%. Reaction SMILES: [CH3:1][N:2]1[CH2:7][CH2:6][N:5]([CH2:8][C:9]([OH:11])=[O:10])[CH2:4][CH2:3]1.C(=O)([O-])[O-].[Cs+:16].[Cs+]>O>[CH3:1][N:2]1[CH2:3][CH2:4][N:5]([CH2:8][C:9]([O-:11])=[O:10])[CH2:6][CH2:7]1.[Cs+:16] |f:1.2.3,5.6|. Procedure details: A solution of 2-(4-methyl-1-piperazinyl)acetic acid (described in J. Med. Chem., 43, 1493 (2000); 2.5 g, 16 mmol) in water (30 ml) was cooled to 0° C., and cesium carbonate (2.6 g, 7.9 mmol) was added thereto with stirring, then the mixture was stirred at room temperature for 1 hour. The mixture was concentrated under reduced pressure to give the title compound (4.49 g, 98% yield) as a pale yellow solid.